This data is from the Open Reaction Database (ORD), a public repository of structured organic reaction records. The task is: describe an organic reaction: reactants, conditions, products, and yield Reactants: CCOC(=O)C(Cl)CN(CC(NC(=O)OC(C)(C)C)c1cc(F)c(F)c(F)c1)C(=O)OC, CCOC(C)=O, Cl. Product: CCOC(=O)C(Cl)CN(CC(N)c1cc(F)c(F)c(F)c1)C(=O)OC. As a reaction SMILES: [C:2]([O:3][C:4](=[O:5])[NH:9][CH:10]([CH2:11][N:12]([CH2:13][CH:14]([C:15](=[O:16])[O:17][CH2:18][CH3:19])[Cl:20])[C:21](=[O:22])[O:23][CH3:24])[c:25]1[cH:26][c:27]([F:33])[c:28]([F:32])[c:29]([F:31])[cH:30]1)([CH3:6])([CH3:7])[CH3:8].[CH3:34][CH2:35][O:36][C:37](=[O:38])[CH3:39].[ClH:1]>>[NH2:9][CH:10]([CH2:11][N:12]([CH2:13][CH:14]([C:15](=[O:16])[O:17][CH2:18][CH3:19])[Cl:20])[C:21](=[O:22])[O:23][CH3:24])[c:25]1[cH:26][c:27]([F:33])[c:28]([F:32])[c:29]([F:31])[cH:30]1. RXN SMILES: [CH3:29][c:30]1[cH:31][cH:32][cH:33][cH:34][cH:35]1.[Cl:1][c:2]1[cH:3][cH:4][c:5]2[c:6]([cH:12]1)[O:7][C:8](=[O:11])[CH2:9][O:10]2.[F:13][c:14]1[cH:15][cH:16][c:17]([CH2:18][N:19]2[CH:20]([CH3:26])[CH2:21][NH:22][CH:23]([CH3:25])[CH2:24]2)[cH:27][cH:28]1>>[Cl:1][c:2]1[cH:3][cH:4][c:5]([O:10][CH2:9][C:8](=[O:11])[N:22]2[CH2:21][CH:20]([CH3:26])[N:19]([CH2:18][c:17]3[cH:16][cH:15][c:14]([F:13])[cH:28][cH:27]3)[CH2:24][CH:23]2[CH3:25])[c:6]([OH:7])[cH:12]1. Product: CC1CN(C(=O)COc2ccc(Cl)cc2O)C(C)CN1Cc1ccc(F)cc1. Reactants: Cc1ccccc1, O=C1COc2ccc(Cl)cc2O1, CC1CN(Cc2ccc(F)cc2)C(C)CN1. The product is COCCNC(=O)c1cccc(-c2nc(N3CCOCC3)nc3c2CCN3c2cccnc2)c1. RXN SMILES: [CH3:31][O:32][CH2:33][CH2:34][NH2:35].[O:1]1[CH2:2][CH2:3][N:4]([c:7]2[n:8][c:9](-[c:22]3[cH:23][c:24]([C:25](=[O:26])[OH:27])[cH:28][cH:29][cH:30]3)[c:10]3[c:11]([n:12]2)[N:13]([c:16]2[cH:17][n:18][cH:19][cH:20][cH:21]2)[CH2:14][CH2:15]3)[CH2:5][CH2:6]1>>[O:1]1[CH2:2][CH2:3][N:4]([c:7]2[n:8][c:9](-[c:22]3[cH:23][c:24]([C:25](=[O:27])[NH:35][CH2:34][CH2:33][O:32][CH3:31])[cH:28][cH:29][cH:30]3)[c:10]3[c:11]([n:12]2)[N:13]([c:16]2[cH:17][n:18][cH:19][cH:20][cH:21]2)[CH2:14][CH2:15]3)[CH2:5][CH2:6]1. Reactants: COCCN, O=C(O)c1cccc(-c2nc(N3CCOCC3)nc3c2CCN3c2cccnc2)c1.